This data is from the Open Reaction Database (ORD), a public repository of structured organic reaction records. The task is: describe an organic reaction: reactants, conditions, products, and yield Reactants: COC(=O)C=1N(N=C(C1)OCC=1C(=NOC1C)C1=CC=C(C=C1)F)C (5-[3-(4-fluoro-phenyl)-5-methyl-isoxazol-4-ylmethoxy]-2-methyl-2H-pyrazole-3-carboxylic acid methyl ester), NC1CCOCC1 (4-aminotetrahydropyran). Product: O1CCC(CC1)NC(=O)C=1N(N=C(C1)OCC=1C(=NOC1C)C1=CC=C(C=C1)F)C (5-[3-(4-Fluoro-phenyl)-5-methyl-isoxazol-4-ylmethoxy]-2-methyl-2H-pyrazole-3-carboxylic acid (tetrahydro-pyran-4-yl)-amide). The yield is 41.0%. As a reaction SMILES: CO[C:3]([C:5]1[N:6]([CH3:25])[N:7]=[C:8]([O:10][CH2:11][C:12]2[C:13]([C:18]3[CH:23]=[CH:22][C:21]([F:24])=[CH:20][CH:19]=3)=[N:14][O:15][C:16]=2[CH3:17])[CH:9]=1)=[O:4].[NH2:26][CH:27]1[CH2:32][CH2:31][O:30][CH2:29][CH2:28]1>>[O:30]1[CH2:31][CH2:32][CH:27]([NH:26][C:3]([C:5]2[N:6]([CH3:25])[N:7]=[C:8]([O:10][CH2:11][C:12]3[C:13]([C:18]4[CH:23]=[CH:22][C:21]([F:24])=[CH:20][CH:19]=4)=[N:14][O:15][C:16]=3[CH3:17])[CH:9]=2)=[O:4])[CH2:28][CH2:29]1. Reported procedure: As described for example 48c, 5-[3-(4-fluoro-phenyl)-5-methyl-isoxazol-4-ylmethoxy]-2-methyl-2H-pyrazole-3-carboxylic acid methyl ester (100 mg, 0.29 mmol) was converted, using 4-aminotetrahydropyran instead of N,N-dimethylhydrazine, to the title compound (40 mg, 41%) which was obtained as a colorless oil. MS: m/e=415.3 [M+H]+. Starting materials: C([O-])([O-])=O.[K+].[K+] (potassium carbonate), C(C)(C)(C)OC(C(C)(C)Br)=O (2-bromo-2-methylpropionic acid tert-butyl ester), SC=1SC=C(N1)CCCN1C(C=2C(C1=O)=CC=CC2)=O (2-mercapto-4-(3-phthalimidopropyl)-1,3-thiazole). Solvent: CN(C=O)C (N,N-dimethylformamide). Conditions: time 14 hour. The product is C(C)(C)(C)OC(C(C)(SC=1SC=C(N1)CCCN1C(C=2C(C1=O)=CC=CC2)=O)C)=O (2-methyl-2-{[4-(3-phthalimidopropyl)-1,3-thiazol-2-yl]thio}propionic acid tert-butyl ester). The yield is 96.5%. RXN SMILES: [SH:1][C:2]1[S:3][CH:4]=[C:5]([CH2:7][CH2:8][CH2:9][N:10]2[C:14](=[O:15])[C:13]3=[CH:16][CH:17]=[CH:18][CH:19]=[C:12]3[C:11]2=[O:20])[N:6]=1.C(=O)([O-])[O-].[K+].[K+].[C:27]([O:31][C:32](=[O:37])[C:33](Br)([CH3:35])[CH3:34])([CH3:30])([CH3:29])[CH3:28]>CN(C)C=O>[C:27]([O:31][C:32](=[O:37])[C:33]([CH3:35])([S:1][C:2]1[S:3][CH:4]=[C:5]([CH2:7][CH2:8][CH2:9][N:10]2[C:11](=[O:20])[C:12]3=[CH:19][CH:18]=[CH:17][CH:16]=[C:13]3[C:14]2=[O:15])[N:6]=1)[CH3:34])([CH3:30])([CH3:29])[CH3:28] |f:1.2.3|. Reported procedure: 2-Mercapto-4-(3-phthalimidopropyl)-1,3-thiazole (22.6 g) obtained in Example 31 was dissolved in N,N-dimethylformamide (200 mL), potassium carbonate (11.3 g) and 2-bromo-2-methylpropionic acid tert-butyl ester (17.4 g) were added, and the mixture was stirred at room temperature for 14 hr. The reaction mixture was concentrated under reduced pressure, ethyl acetate and water were added, and the mixture was stirred. The organic layer was dried over magnesium sulfate and evaporated under reduced pre... The reactants are C(C1=CC=CC=C1)N1C(N2C(SCCC2)=CC1=O)=O (7-benzyl-3,4-dihydro-2H,6H-pyrimido[6,1-b][1,3]thiazine-6,8(7H)-dione), B(Br)(Br)Br (boron tribromide), CO (methanol). The solvent is C1(=CC=CC=C1)C (toluene). Run at time 30 minute. Product: S1C=2N(CCC1)C(NC(C2)=O)=O (3,4-dihydro-2H,6H-pyrimido[6,1-b][1,3]thiazine-6,8(7H)-dione). Reaction SMILES: C([N:8]1[C:17](=[O:18])[CH:16]=[C:11]2[S:12][CH2:13][CH2:14][CH2:15][N:10]2[C:9]1=[O:19])C1C=CC=CC=1.B(Br)(Br)Br.CO>C1(C)C=CC=CC=1>[S:12]1[CH2:13][CH2:14][CH2:15][N:10]2[C:9](=[O:19])[NH:8][C:17](=[O:18])[CH:16]=[C:11]12. Reported procedure: To a solution of 6.31 g (23 mmol) of 7-benzyl-3,4-dihydro-2H,6H-pyrimido[6,1-b][1,3]thiazine-6,8(7H)-dione in 200 ml of toluene, 12.5 g (50 mmol) of boron tribromide was added under ice cooling conditions, followed by refluxing for 16 hours. After the reaction mixture was cooled, 50 ml of methanol was added, followed by stirring for 30 minutes. After this mixture was concentrated to dryness, methanoldiethyl ether was added to the residue. The resulting precipitate was collected by filtration, wa... The reactants are CC1(C)C(=O)Oc2ccc3ccc(CBr)cc3c21, CC#N, c1nc[nH]n1. The product is CC1(C)C(=O)Oc2ccc3ccc(Cn4cncn4)cc3c21. RXN SMILES: [Br:1][CH2:2][c:3]1[cH:4][cH:5][c:6]2[cH:7][cH:8][c:9]3[c:13]([c:14]2[cH:15]1)[C:12]([CH3:16])([CH3:17])[C:11](=[O:18])[O:10]3.[CH3:24][C:25]#[N:26].[nH:19]1[n:20][cH:21][n:22][cH:23]1>>[CH2:2]([c:3]1[cH:4][cH:5][c:6]2[cH:7][cH:8][c:9]3[c:13]([c:14]2[cH:15]1)[C:12]([CH3:16])([CH3:17])[C:11](=[O:18])[O:10]3)[n:19]1[n:20][cH:21][n:22][cH:23]1.